This data is from the Open Reaction Database (ORD), a public repository of structured organic reaction records. The task is: describe an organic reaction: reactants, conditions, products, and yield Reactants: CN1NC(C=2[C@H]3CC[C@@](C12)(C3(C)C)C)=O ((4S,7R)-1,7,8,8-tetramethyl-1,2,4,5,6,7-hexahydro-4,7-methano-indazol-3-one), CN1NC(C=2[C@H]3CC[C@@](C12)(C3(C)C)C)=O ((4S,7R)-1,7,8,8-tetramethyl-1,2,4,5,6,7-hexahydro-4,7-methano-indazol-3-one), FC(C1=C(CBr)C=CC=C1)(F)F (2-trifluoromethyl-benzyl bromide). Run in CN(C=O)C (N,N-dimethylformamide). Run at temperature 100 celsius. The product is CN1N(C(C=2[C@H]3CC[C@@](C12)(C3(C)C)C)=O)CC3=C(C=CC=C3)C(F)(F)F ((4S,7R)-1,7,8,8-tetramethyl-2-(2-trifluoromethyl-benzyl)-1,2,4,5,6,7-hexahydro-4,7-methano-indazol-3-one). Isolated yield 31.0%. Reaction SMILES: [CH3:1][N:2]1[C:10]2[C@@:9]3([CH3:14])[C:11]([CH3:13])([CH3:12])[C@H:6]([CH2:7][CH2:8]3)[C:5]=2[C:4](=[O:15])[NH:3]1.[F:16][C:17]([F:27])([F:26])[C:18]1[CH:25]=[CH:24][CH:23]=[CH:22][C:19]=1[CH2:20]Br>CN(C)C=O>[CH3:1][N:2]1[C:10]2[C@@:9]3([CH3:14])[C:11]([CH3:12])([CH3:13])[C@H:6]([CH2:7][CH2:8]3)[C:5]=2[C:4](=[O:15])[N:3]1[CH2:20][C:19]1[CH:22]=[CH:23][CH:24]=[CH:25][C:18]=1[C:17]([F:16])([F:26])[F:27]. Reported procedure: A mixture of (4S,7R)-1,7,8,8-tetramethyl-1,2,4,5,6,7-hexahydro-4,7-methano-indazol-3-one (Intermediate 19; 100 mg, 0.49 mmol) and 2-trifluoromethyl-benzyl bromide (77 μL, 0.51 mmol) in N,N-dimethylformamide (5 mL) was heated at 100° C. overnight. The reaction mixture was evaporated and the residue was purified using a Biotage 40S system, eluting with 0-1% methanol/chloroform, followed by drying under high vacuum to give (4S,7R)-1,7,8,8-tetramethyl-2-(2-trifluoromethyl-benzyl)-1,2,4,5,6,7-hexahyd...